Dataset: the Open Reaction Database (ORD), a public repository of structured organic reaction records. Task: describe an organic reaction: reactants, conditions, products, and yield Reactants: CC(C)(C)O, CC=C(C)C, [O-][Cl+][O-], O=Cc1ccc(-c2nc3ccc(C4(c5ccccc5)CC4)nc3s2)c(F)c1, [Na+], [Na+], O, O, O=P([O-])(O)O. Yields the product O=C(O)c1ccc(-c2nc3ccc(C4(c5ccccc5)CC4)nc3s2)c(F)c1. Reaction SMILES: [C:45]([OH:46])([CH3:47])([CH3:48])[CH3:49].[CH3:35][C:36](=[CH:37][CH3:38])[CH3:39].[Cl+:40]([O-:41])[O-:42].[F:1][c:2]1[cH:3][c:4]([CH:5]=[O:6])[cH:7][cH:8][c:9]1-[c:10]1[s:11][c:12]2[n:13][c:14]([C:19]3([c:22]4[cH:23][cH:24][cH:25][cH:26][cH:27]4)[CH2:20][CH2:21]3)[cH:15][cH:16][c:17]2[n:18]1.[Na+:34].[Na+:43].[OH2:28].[OH2:44].[P:29](=[O:30])([O-:31])([OH:32])[OH:33]>>[F:1][c:2]1[cH:3][c:4]([C:5](=[O:6])[OH:30])[cH:7][cH:8][c:9]1-[c:10]1[s:11][c:12]2[n:13][c:14]([C:19]3([c:22]4[cH:23][cH:24][cH:25][cH:26][cH:27]4)[CH2:20][CH2:21]3)[cH:15][cH:16][c:17]2[n:18]1. Reactants: COC(=O)C1=NC=C(C=C1CCC(=O)OC)C (3-(2-Methoxycarbonyl-ethyl)-5-methyl-pyridine-2-carboxylic acid methyl ester), C[O-].[Na+] (NaOMe). The solvent is C1CCOC1 (THF). Product: CC=1C=C2C(=NC1)C(CC2)=O (3-Methyl-5H-cyclopenta[b]pyridin-7(6H)-one). Isolated yield 117.6%. RXN SMILES: COC([C:5]1[C:10]([CH2:11][CH2:12][C:13]([O:15]C)=O)=[CH:9][C:8]([CH3:17])=[CH:7][N:6]=1)=O.C[O-].[Na+]>C1COCC1>[CH3:17][C:8]1[CH:9]=[C:10]2[CH2:11][CH2:12][C:13](=[O:15])[C:5]2=[N:6][CH:7]=1 |f:1.2|. Procedure details: 3-(2-Methoxycarbonyl-ethyl)-5-methyl-pyridine-2-carboxylic acid methyl ester (2.33 g, 9.82 mmol) was dissolved in THF (70 ml). NaOMe (0.796 g, 14.7 mmol) was added and the reaction was heated at reflux temperature for 2 h. The solvents were evaporated under reduced pressure. The residue was taken into 4.5 N aqueous hydrochloric acid (24 ml) and the mixture was heated at reflux temperature for 2 h. After cooling to it solid potassium carbonate was added carefully in portions until pH >8. The mixt...